From a dataset of the Open Reaction Database (ORD), a public repository of structured organic reaction records. describe an organic reaction: reactants, conditions, products, and yield The reactants are C1CCC2=CC(=CC=C12)NC1CCN(CC1)CC1=CC(=NC=C1)C1=CC(=C(C(=C1)OC)OC)OC (4-(5-Indanylamino)-1-[[2-(3,4,5-trimethoxyphenyl)pyridin-4-yl]methyl]piperidine), ClCC1=CC(=NC=C1)C1=CC(=C(C(=C1)OC)OC)OC (4-chloromethyl-2-(3,4,5-trimethoxyphenyl)pyridine). Yields the product Cl.Cl.Cl.C1CCC2=CC(=CC=C12)N(CC1=CC(=NC=C1)C1=CC(=C(C(=C1)OC)OC)OC)C1CCN(CC1)CC1=CC(=NC=C1)C1=CC(=C(C(=C1)OC)OC)OC (4-[N-(Indan-5-yl)-N-[[2-(3,4,5-trimethoxyphenyl)pyridin-4-yl]methyl]amino]-1-[[2-(3,4,5-trimethoxyphenyl)pyridin-4-yl]methyl]piperidine Trihydrochloride). Reaction SMILES: [CH2:1]1[C:9]2[C:4](=[CH:5][C:6]([NH:10][CH:11]3[CH2:16][CH2:15][N:14]([CH2:17][C:18]4[CH:23]=[CH:22][N:21]=[C:20]([C:24]5[CH:29]=[C:28]([O:30][CH3:31])[C:27]([O:32][CH3:33])=[C:26]([O:34][CH3:35])[CH:25]=5)[CH:19]=4)[CH2:13][CH2:12]3)=[CH:7][CH:8]=2)[CH2:3][CH2:2]1.[Cl:36][CH2:37][C:38]1[CH:43]=[CH:42][N:41]=[C:40]([C:44]2[CH:49]=[C:48]([O:50][CH3:51])[C:47]([O:52][CH3:53])=[C:46]([O:54][CH3:55])[CH:45]=2)[CH:39]=1>>[ClH:36].[ClH:36].[ClH:36].[CH2:1]1[C:9]2[C:4](=[CH:5][C:6]([N:10]([CH:11]3[CH2:12][CH2:13][N:14]([CH2:17][C:18]4[CH:23]=[CH:22][N:21]=[C:20]([C:24]5[CH:29]=[C:28]([O:30][CH3:31])[C:27]([O:32][CH3:33])=[C:26]([O:34][CH3:35])[CH:25]=5)[CH:19]=4)[CH2:15][CH2:16]3)[CH2:37][C:38]3[CH:43]=[CH:42][N:41]=[C:40]([C:44]4[CH:49]=[C:48]([O:50][CH3:51])[C:47]([O:52][CH3:53])=[C:46]([O:54][CH3:55])[CH:45]=4)[CH:39]=3)=[CH:7][CH:8]=2)[CH2:3][CH2:2]1 |f:2.3.4.5|. Procedure details: 4-(5-Indanylamino)-1-[[2-(3,4,5-trimethoxyphenyl)pyridin-4-yl]methyl]piperidine (142 mg) and 4-chloromethyl-2-(3,4,5-trimethoxyphenyl)pyridine (114 mg) were condensed in the same manner as described in Example 9. The title compound was obtained as white powder after converting a free base to a trihydrochloride.